From a dataset of the Open Reaction Database (ORD), a public repository of structured organic reaction records. describe an organic reaction: reactants, conditions, products, and yield Starting materials: Cl (hydrochloric acid), [OH-].[K+] (potassium hydroxide), O (water), [N+](=O)([O-])C=1C=C2C=C(N(C2=CC1)CCC)C(=O)OCC (Ethyl 5-nitro-1-propyl-1H-indole-2-carboxylate). The solvent is CS(=O)C (dimethyl sulphoxide). Yields the product [N+](=O)([O-])C=1C=C2C=C(N(C2=CC1)CCC)C(=O)O (5-Nitro-1-propyl-1H-indole-2-carboxylic acid). Reaction SMILES: [OH-].[K+].[N+:3]([C:6]1[CH:7]=[C:8]2[C:12](=[CH:13][CH:14]=1)[N:11]([CH2:15][CH2:16][CH3:17])[C:10]([C:18]([O:20]CC)=[O:19])=[CH:9]2)([O-:5])=[O:4].O.Cl>CS(C)=O>[N+:3]([C:6]1[CH:7]=[C:8]2[C:12](=[CH:13][CH:14]=1)[N:11]([CH2:15][CH2:16][CH3:17])[C:10]([C:18]([OH:20])=[O:19])=[CH:9]2)([O-:5])=[O:4] |f:0.1|. Procedure details: 236 mg (3.68 mmol, 85% pure) of potassium hydroxide (powder) are initially charged in 10 ml of dimethyl sulphoxide, 961 mg (3.48 mmol) of the compound from Example I are added and the mixture is stirred at RT for half an hour. The reaction mixture is poured into about 100 ml of water and with cooling, 10% strength hydrochloric acid is added a little at a time to the solution until no more precipitate is formed. The precipitated solid is filtered off with suction and dried in a desiccator under r... The reactants are O=C([O-])[O-], Cc1ccc(NC(=O)c2cccc(N3CCOCC3)c2)cc1NC(=O)c1ccc(O)cc1, Clc1cc(Cl)ncn1, [Cs+], [Cs+], O. The product is Cc1ccc(NC(=O)c2cccc(N3CCOCC3)c2)cc1NC(=O)c1ccc(Oc2cc(Cl)ncn2)cc1. As a reaction SMILES: [C:41](=[O:42])([O-:43])[O-:44].[CH3:9][c:10]1[c:11]([NH:31][C:32]([c:33]2[cH:34][cH:35][c:36]([OH:39])[cH:37][cH:38]2)=[O:40])[cH:12][c:13]([NH:16][C:17]([c:18]2[cH:19][c:20]([N:24]3[CH2:25][CH2:26][O:27][CH2:28][CH2:29]3)[cH:21][cH:22][cH:23]2)=[O:30])[cH:14][cH:15]1.[Cl:1][c:2]1[n:3][cH:4][n:5][c:6]([Cl:8])[cH:7]1.[Cs+:45].[Cs+:46].[OH2:47]>>[c:2]1([O:39][c:36]2[cH:35][cH:34][c:33]([C:32]([NH:31][c:11]3[c:10]([CH3:9])[cH:15][cH:14][c:13]([NH:16][C:17]([c:18]4[cH:19][c:20]([N:24]5[CH2:25][CH2:26][O:27][CH2:28][CH2:29]5)[cH:21][cH:22][cH:23]4)=[O:30])[cH:12]3)=[O:40])[cH:38][cH:37]2)[n:3][cH:4][n:5][c:6]([Cl:8])[cH:7]1. Starting materials: [H-].[Na+] (NaH), ClC=1C(=NC=CN1)OCCOC=1C(=NC=CN1)N1CCN(CC1)C(=O)OC(C)(C)C (tert-Butyl 4-(3-{2-[(3-Chloro-2-pyrazinyl)oxy]ethoxy}-2-pyrazinyl)-1-piperazinecarboxylate), O1CCOCC1 (dioxane), O (water). Run in CO (MeOH). Reaction conditions: temperature 100 celsius, time 15 minute. The product is COC=1C(=NC=CN1)OCCOC=1C(=NC=CN1)N1CCN(CC1)C(=O)OC(C)(C)C (tert-Butyl 4-(3-{2-[(3-methoxy-2-pyrazinyl)oxy]ethoxy}-2-pyrazinyl)-1-piperazinecarboxylate). Yield: 47.0%. Reaction SMILES: [H-].[Na+].Cl[C:4]1[C:5]([O:10][CH2:11][CH2:12][O:13][C:14]2[C:15]([N:20]3[CH2:25][CH2:24][N:23]([C:26]([O:28][C:29]([CH3:32])([CH3:31])[CH3:30])=[O:27])[CH2:22][CH2:21]3)=[N:16][CH:17]=[CH:18][N:19]=2)=[N:6][CH:7]=[CH:8][N:9]=1.O.[O:34]1CCOC[CH2:35]1>CO>[CH3:35][O:34][C:4]1[C:5]([O:10][CH2:11][CH2:12][O:13][C:14]2[C:15]([N:20]3[CH2:25][CH2:24][N:23]([C:26]([O:28][C:29]([CH3:32])([CH3:31])[CH3:30])=[O:27])[CH2:22][CH2:21]3)=[N:16][CH:17]=[CH:18][N:19]=2)=[N:6][CH:7]=[CH:8][N:9]=1 |f:0.1|. Procedure: NaH (50% in mineral oil; 0.010 g, 2.1 mmol) was added to a stirred solution of the product from Step 1 (0.38 g, 0.87 mmol) in dioxane (8 mL) and MeOH (2 mL) in a reaction tube. As the gas evolution had ceased, the tube was sealed and the mixture was stirred at 100° C. for 15 min. The reaction was poured into water and extracted with toluene, dried (MgSO4) and concentrated. The residue was purified by column chromatography on silica using toluene/EtOAc (7:3) as eluent to give 0.178 g (47%) of the... Reactants: OC1=CC(=CC2=C1C(=C(C(O2)=O)CCCO)C)CCCCC (5-Hydroxy-3-(3-hydroxypropyl)-4-methyl-7-pentyl-2H-1-benzopyran-2-one), CCOC(=O)C (EtOAc), solution, C[Mg+].[Br-] (MeMgBr), CCOCC (Et2O). The solvent is C1CCOC1 (THF), C1CCOC1 (THF). Conditions: time 2 hour. Product: OC1=CC(=CC2=C1C(=C(C(O2)(C)C)CCCO)C)CCCCC (5-Hydroxy-2,2,4-trimethyl-7-pentyl-2H-1-benzopyran-3-propanol). Reaction SMILES: C[Mg+].[Br-].[CH3:4]COCC.[OH:9][C:10]1[C:15]2[C:16]([CH3:25])=[C:17]([CH2:21][CH2:22][CH2:23][OH:24])C(=O)OC=2C=[C:12]([CH2:26][CH2:27][CH2:28][CH2:29][CH3:30])[CH:11]=1.[CH3:31][CH2:32][O:33][C:34]([CH3:36])=O>C1COCC1>[OH:9][C:10]1[C:15]2[C:16]([CH3:25])=[C:17]([CH2:21][CH2:22][CH2:23][OH:24])[C:32]([CH3:31])([CH3:4])[O:33][C:34]=2[CH:36]=[C:12]([CH2:26][CH2:27][CH2:28][CH2:29][CH3:30])[CH:11]=1 |f:0.1|. Procedure details: Alternate Synthesis A solution of 15 mL of a 1M solution of MeMgBr (Aldrich) diluted with 60 mL of anhy. Et2O and 15 mL of anhy. THF was brought to a boil under reflux and under argon. A solution of 1.0 g of 5-Hydroxy-3-(3-hydroxypropyl)-4-methyl-7-pentyl-2H-1-benzopyran-2-one in 60 mL of dry THF was then added dropwise over 1 hr to the reaction and boiling continued for a total of 4 hr. The reaction was allowed to cool to RT overnight, brought back to a boil and boiling resumed for a further 2 ... Reactants: ClC=1C=C(C=CC1)N1N=C(N=N1)C(C)OS(=O)(=O)C (methanesulfonic acid 1-[2-(3-chlorophenyl)-2H-tetrazol-5-yl]-ethyl ester), C([O-])([O-])=O.[K+].[K+] (potassium carbonate), C1(CC1)N1C(NN=C1C1=CC=NC=C1)=S (4-cyclopropyl-5-pyridin-4-yl-2,4-dihydro-[1,2,4]triazole-3-thione). The solvent is C(C)#N (acetonitrile). Yields the product ClC=1C=C(C=CC1)N1N=C(N=N1)C(C)SC=1N(C(=NN1)C1=CC=NC=C1)C1CC1 (4-[5-({1-[2-(3-chlorophenyl)-2H-tetrazol-5-yl]ethyl}thio)-4-cyclopropyl-4H-1,2,4-triazol-3-yl]pyridine). Isolated yield 68.2%. As a reaction SMILES: [Cl:1][C:2]1[CH:3]=[C:4]([N:8]2[N:12]=[N:11][C:10]([CH:13](OS(C)(=O)=O)[CH3:14])=[N:9]2)[CH:5]=[CH:6][CH:7]=1.C(=O)([O-])[O-].[K+].[K+].[CH:26]1([N:29]2[C:33]([C:34]3[CH:39]=[CH:38][N:37]=[CH:36][CH:35]=3)=[N:32][NH:31][C:30]2=[S:40])[CH2:28][CH2:27]1>C(#N)C>[Cl:1][C:2]1[CH:3]=[C:4]([N:8]2[N:12]=[N:11][C:10]([CH:13]([S:40][C:30]3[N:29]([CH:26]4[CH2:28][CH2:27]4)[C:33]([C:34]4[CH:35]=[CH:36][N:37]=[CH:38][CH:39]=4)=[N:32][N:31]=3)[CH3:14])=[N:9]2)[CH:5]=[CH:6][CH:7]=1 |f:1.2.3|. Reported procedure: The title compound (25.2 mg, 68%, white solid) was prepared from methanesulfonic acid 1-[2-(3-chlorophenyl)-2H-tetrazol-5-yl]-ethyl ester (26.4 mg, 0.087 mmol) using potassium carbonate (13.3 mg, 0.096 mmol) and 4-cyclopropyl-5-pyridin-4-yl-2,4-dihydro-[1,2,4]triazole-3-thione (19.0 mg, 0.087 mmol) in acetonitrile (3 mL) at room temperature overnight. The reaction mixture was purified by chromatography using a silica SPE tube (2% methanol in dichloromethane). 1H NMR (CDCl3) δ (ppm): 8.78 (d, 2H)...